This data is from the Open Reaction Database (ORD), a public repository of structured organic reaction records. The task is: describe an organic reaction: reactants, conditions, products, and yield The reactants are O=C1CCC(=O)N1Br, O=C(O)Cc1ccccc1OCc1ccccc1, CCOC(C)=O, ClCCl. The product is O=C(O)Cc1cc(Br)ccc1OCc1ccccc1. RXN SMILES: [Br:19][N:20]1[C:21](=[O:22])[CH2:23][CH2:24][C:25]1=[O:26].[CH2:1]([c:2]1[cH:3][cH:4][cH:5][cH:6][cH:7]1)[O:8][c:9]1[c:10]([CH2:15][C:16](=[O:17])[OH:18])[cH:11][cH:12][cH:13][cH:14]1.[CH3:30][CH2:31][O:32][C:33](=[O:34])[CH3:35].[Cl:27][CH2:28][Cl:29]>>[CH2:1]([c:2]1[cH:3][cH:4][cH:5][cH:6][cH:7]1)[O:8][c:9]1[c:10]([CH2:15][C:16](=[O:17])[OH:18])[cH:11][c:12]([Br:19])[cH:13][cH:14]1. Reactants: C(=O)(OC(C)(C)C)N1CCC(CC1)O (N-Boc-4-hydroxy piperidine), C1(=CC=CC=C1)P(C1=CC=CC=C1)C1=CC=CC=C1 (triphenylphosphine), C(Br)(Br)(Br)Br (carbon tetrabromide). The solvent is C1CCOC1 (THF). Reaction conditions: time 2 hour. The product is C(=O)(OC(C)(C)C)N1CCC(CC1)Br (N-Boc-(4-bromo)piperidine). Isolated yield 89.3%. Reaction SMILES: [C:1]([N:8]1[CH2:13][CH2:12][CH:11](O)[CH2:10][CH2:9]1)([O:3][C:4]([CH3:7])([CH3:6])[CH3:5])=[O:2].C1(P(C2C=CC=CC=2)C2C=CC=CC=2)C=CC=CC=1.C(Br)(Br)(Br)[Br:35]>C1COCC1>[C:1]([N:8]1[CH2:13][CH2:12][CH:11]([Br:35])[CH2:10][CH2:9]1)([O:3][C:4]([CH3:7])([CH3:6])[CH3:5])=[O:2]. Reported procedure: To N-Boc-4-hydroxy piperidine (20 g, 100 mmol) in THF (200 ml) at 0° C. was added triphenylphosphine (28.85 g, 110 mmol) followed by carbon tetrabromide (36.48 g, 110 mmol). The solution was stirred at room temperature for 2 h then filtered and concentrated under vacuum. Flash column chromatography using dichloromethane in hexane (10-70%) yielded the product as a colourless oil (23.6 g); δH (CDCl3) 1.47 (9H, s, t-Bu), 1.93 and 2.04 (4H, m, 3,5-piperidinyl CH2), 3.31 and 3.66 (4H, m, 2,6-piperidi...